From a dataset of the Open Reaction Database (ORD), a public repository of structured organic reaction records. describe an organic reaction: reactants, conditions, products, and yield Starting materials: COC1=C2C(=CNC2=CC=C1)C(CC(=O)NC)C1=CC=NC=C1 (3-(4-methoxy-1H-indol-3-yl)-N-methyl-3-pyridin-4-yl-propionamide), B (borane). Product: COC1=C2C(=CNC2=CC=C1)C(CCNC)C1=CC=NC=C1 ([3-(4-methoxy-1H-indol-3-yl)-3-pyridin-4-yl-propyl]-methyl-amine). As a reaction SMILES: [CH3:1][O:2][C:3]1[CH:11]=[CH:10][CH:9]=[C:8]2[C:4]=1[C:5]([CH:12]([C:18]1[CH:23]=[CH:22][N:21]=[CH:20][CH:19]=1)[CH2:13][C:14]([NH:16][CH3:17])=O)=[CH:6][NH:7]2.B>>[CH3:1][O:2][C:3]1[CH:11]=[CH:10][CH:9]=[C:8]2[C:4]=1[C:5]([CH:12]([C:18]1[CH:23]=[CH:22][N:21]=[CH:20][CH:19]=1)[CH2:13][CH2:14][NH:16][CH3:17])=[CH:6][NH:7]2. Procedure details: 3-(4-methoxy-1H-indol-3-yl)-N-methyl-3-pyridin-4-yl-propionamide was reduced with borane using the procedure described in step 3 of Example 1 to afford [3-(4-methoxy-1H-indol-3-yl)-3-pyridin-4-yl-propyl]-methyl-amine, (M+H=296). Reactants: S(=O)(=O)([O-])C1=CC=C(C)C=C1 (racemic tosylate), FC1=CC2=C(C(=NO2)C2CCNCC2)C=C1 (6-fluoro-3-(4-piperidinyl)-1,2-benzisoxazole), C([O-])([O-])=O.[K+].[K+] (potassium carbonate). The solvent is C(C)#N (acetonitrile). The product is S(=O)(=O)(OCCC(C)O)C1=CC=C(C)C=C1 (Racemic 3-hydroxybutyl tosylate), crude product. RXN SMILES: [S:1]([C:5]1[CH:11]=[CH:10][C:8]([CH3:9])=[CH:7][CH:6]=1)([O-:4])(=[O:3])=[O:2].F[C:13]1C=C[C:16]2C(C3CCNCC3)=N[O:19][C:15]=2[CH:14]=1.C(=O)([O-])[O-].[K+].[K+]>C(#N)C>[S:1]([C:5]1[CH:11]=[CH:10][C:8]([CH3:9])=[CH:7][CH:6]=1)([O:4][CH2:13][CH2:14][CH:15]([OH:19])[CH3:16])(=[O:3])=[O:2] |f:2.3.4|. Reported procedure: Racemic 3-hydroxybutyl tosylate was prepared in a manner described by Ferreira et al., Tetrahedron, 46, pp. 6311-6318, (1990). To a solution of the racemic tosylate (9.2 g, 37.7 mmol) in acetonitrile (190 ml) was added 6-fluoro-3-(4-piperidinyl)-1,2-benzisoxazole (8.3 g, 37.7 mmol) followed by milled potassium carbonate (7.8 g, 56.6 mmol) at room temperature under nitrogen. The reaction mixture was warmed to reflux for 4.5 hours and allowed to cool to room temperature. The solids were removed vi... Reactants: O (water), ClCCOC1=NN(C(=C1)C)C1=CC2=CC=C(C=C2C=C1)OC (3-(2-chloroethoxy)-5-methyl-1-(6-methoxynaphthalen-2-yl)-1H-pyrazol), C(O)CN (ethanolamine), [Na+].[I-] (NaI). The solvent is C(C)(=O)OCC (ethyl acetate), CN1C(CCC1)=O (N-methylpyrrolidone). Conditions: temperature 110 celsius. The product is COC=1C=C2C=CC(=CC2=CC1)N1N=C(C=C1C)OCCNCCO (2-(2-(1-(6-Methoxynaphthalen-2-yl)-5-methyl-1H-pyrazol-3-yloxy)ethylamino)etanol). The yield is 41.1%. As a reaction SMILES: Cl[CH2:2][CH2:3][O:4][C:5]1[CH:9]=[C:8]([CH3:10])[N:7]([C:11]2[CH:20]=[CH:19][C:18]3[C:13](=[CH:14][CH:15]=[C:16]([O:21][CH3:22])[CH:17]=3)[CH:12]=2)[N:6]=1.[CH2:23]([CH2:25][NH2:26])[OH:24].[Na+].[I-].O>CN1CCCC1=O.C(OCC)(=O)C>[CH3:22][O:21][C:16]1[CH:17]=[C:18]2[C:13](=[CH:14][CH:15]=1)[CH:12]=[C:11]([N:7]1[C:8]([CH3:10])=[CH:9][C:5]([O:4][CH2:3][CH2:2][NH:26][CH2:25][CH2:23][OH:24])=[N:6]1)[CH:20]=[CH:19]2 |f:2.3|. Procedure details: A mixture of 3-(2-chloroethoxy)-5-methyl-1-(6-methoxynaphthalen-2-yl)-1H-pyrazol (0.15 g, 0.47 mmol), ethanolamine (0.115 g, 1.89 mmol) and catalytic amount of NaI in N-methylpyrrolidone (NMP) (30 ml) was heated to 110° C., in a nitrogen atmosphere, during 20 hrs. Next, it was cooled, and water and ethyl acetate was added to the residue. The organic phase was washed with water several times, dried over Na2SO4, filtered and evaporated, thereby leaving a residue of 66 mg of 2-(2-(1-(6-Methoxynapht... The reactants are C1COCCOCCOCCOCCOCCO1 (18-crown-6), C(C1=CC=CC=C1)(=O)Cl (benzoyl chloride), Cl.ClC=1C=C2C=CN=CC2=CC1Cl (6,7-dichloroisoquinoline hydrochloride), [C-]#N.[K+] (potassium cyanide). Solvent: C(Cl)Cl (methylene chloride), O (water), C(Cl)Cl (methylene chloride), C(Cl)Cl (methylene chloride), O (water). Conditions: time 30 minute. Yields the product C(C1=CC=CC=C1)(=O)N1C(C2=CC(=C(C=C2C=C1)Cl)Cl)C#N (2-benzoyl-6,7-dichloro-1-cyano-1,2-dihydroisoquinoline). RXN SMILES: Cl.[Cl:2][C:3]1[CH:4]=[C:5]2[C:10](=[CH:11][C:12]=1[Cl:13])[CH:9]=[N:8][CH:7]=[CH:6]2.C1OCCOCCOCCOCCOCCOC1.[C-:32]#[N:33].[K+].[C:35](Cl)(=[O:42])[C:36]1[CH:41]=[CH:40][CH:39]=[CH:38][CH:37]=1>C(Cl)Cl.O>[C:35]([N:8]1[CH:7]=[CH:6][C:5]2[C:10](=[CH:11][C:12]([Cl:13])=[C:3]([Cl:2])[CH:4]=2)[CH:9]1[C:32]#[N:33])(=[O:42])[C:36]1[CH:41]=[CH:40][CH:39]=[CH:38][CH:37]=1 |f:0.1,3.4|. Procedure details: To a stirred suspension of 1.7 g (8.6 mmole) of 6,7-dichloroisoquinoline hydrochloride in 12 ml of methylene chloride was added 0.11 g (0.43 mmole) of 18-crown-6 followed by a solution of 1.67 g (26 mmole) of potassium cyanide in 12 ml of water. The mixture was stirred vigorously under nitrogen for 30 minutes and then a solution of 2.4 g (17.2 mmole) of benzoyl chloride in 10 ml of methylene chloride was added dropwise. After the reaction mixture was stirred at ambient temperature, under nitroge...